Dataset: the Open Reaction Database (ORD), a public repository of structured organic reaction records. Task: describe an organic reaction: reactants, conditions, products, and yield Reactants: NC1=CC(=CC2=CC(=CC(=C12)O)S(=O)(=O)O)S(=O)(=O)O (1-amino-8-hydroxynaphthalene-3,6-disulphonic acid), monoazo, NC1=C(C=CC=C1)N (diaminobenzene), NC=1C(=C(C=CC1)S(=O)(=O)O)N (diaminobenzenesulphonic acid), N1=C(Cl)N=C(Cl)N=C1Cl (cyanuric chloride), resultant intermediate. The product is NC1=C(C=CC=C1)S(=O)(=O)O (aminobenzenesulphonic acid). RXN SMILES: N[C:2]1[C:3]([NH2:12])=[C:4]([S:8]([OH:11])(=[O:10])=[O:9])[CH:5]=[CH:6][CH:7]=1.N1C(Cl)=NC(Cl)=NC=1Cl.NC1C2C(=CC(S(O)(=O)=O)=CC=2O)C=C(S(O)(=O)=O)C=1.NC1C=CC=CC=1N>>[NH2:12][C:3]1[CH:2]=[CH:7][CH:6]=[CH:5][C:4]=1[S:8]([OH:11])(=[O:9])=[O:10]. Reported procedure: It is therefore possible, for example, to first acylate a diaminobenzenesulphonic acid with cyanuric chloride, to diazotise the resultant intermediate and to couple it in acid solution to the 1-amino-8-hydroxynaphthalene-3,6-disulphonic acid, to condense the resultant monoazo compound in twice the molar amount with a diaminobenzene and to couple two moles of a diazotised aminobenzenesulphonic acid to the disazo compound which has been formed. The reactants are CC1=CC=C(C=CC#N)C=C1 (4-methylcinnamonitrile), BrN1C(CCC1=O)=O (N-bromosuccinimide). Run in C(Cl)(Cl)(Cl)Cl (carbon tetrachloride). Yields the product BrCC1=CC=C(C=CC#N)C=C1 (4-bromomethylcinnamonitrile). As a reaction SMILES: [CH3:1][C:2]1[CH:11]=[CH:10][C:5]([CH:6]=[CH:7][C:8]#[N:9])=[CH:4][CH:3]=1.[Br:12]N1C(=O)CCC1=O>C(Cl)(Cl)(Cl)Cl>[Br:12][CH2:1][C:2]1[CH:11]=[CH:10][C:5]([CH:6]=[CH:7][C:8]#[N:9])=[CH:4][CH:3]=1. Procedure: 88 g of 4-bromomethylcinnamonitrile (obtained by bromination of 4-methylcinnamonitrile with N-bromosuccinimide in carbon tetrachloride, and having a melting point of 105°-107° C.) are mixed with 256 g of triethylphosphite. The mixture is then slowly heated to 150° C. with stirring, and then stirred for 3 hours at this temperature. Excess phosphite is then removed in vacuo, affording the crude phosphonate of the formula ##STR68## in the form of a light brown oil. Starting materials: C[Mg]Br (methylmagnesium bromide), C[Mg]Br (methylmagnesium bromide), CC(C)(C)[S@@](=O)/N=C/C1=CC=C(C=C1)OC=1C=NC=NC1 ((R,E)-2-methyl-N-(4-(pyrimidin-5-yloxy)benzylidene)propane-2-sulfinamide), C[Mg]Br (methylmagnesium bromide). Run in C(Cl)Cl (DCM), C(Cl)Cl (DCM). Run at temperature -20 celsius. Product: CC(C)(C)S(=O)N[C@@H](C)C1=CC=C(C=C1)OC=1C=NC=NC1 (2-methyl-N—((S)-1-(4-(pyrimidin-5-yloxy)phenyl)ethyl)propane-2-sulfinamide). RXN SMILES: [CH3:1][C:2]([S@:5](/[N:7]=[CH:8]/[C:9]1[CH:14]=[CH:13][C:12]([O:15][C:16]2[CH:17]=[N:18][CH:19]=[N:20][CH:21]=2)=[CH:11][CH:10]=1)=[O:6])([CH3:4])[CH3:3].[CH3:22][Mg]Br>C(Cl)Cl>[CH3:4][C:2]([S:5]([NH:7][C@H:8]([C:9]1[CH:10]=[CH:11][C:12]([O:15][C:16]2[CH:17]=[N:18][CH:19]=[N:20][CH:21]=2)=[CH:13][CH:14]=1)[CH3:22])=[O:6])([CH3:1])[CH3:3]. Procedure details: A solution of (R,E)-2-methyl-N-(4-(pyrimidin-5-yloxy)benzylidene)propane-2-sulfinamide (830 mg, 2.74 mmol) in DCM (6.72 mL) was cooled to −40° C. To the solution was added methylmagnesium bromide (3M in diethylether; 1.81 mL) dropwise over 10 min. Additional DCM (5 mL) were added to retain stirring. The yellow suspension was stirred at −40° C. for ˜30 min while warming to −20° C. The mixture was cooled to −40° C. and additional methylmagnesium bromide (3M in diethylether; 1.8 mL) was added. The ... Starting materials: Cl, NOCc1ccccc1F, COc1ccc(C(C)=O)cc1O. The product is COc1ccc(C(C)=NOCc2ccccc2F)cc1O. Reaction SMILES: [ClH:13].[F:14][c:15]1[c:16]([CH2:17][O:18][NH2:19])[cH:20][cH:21][cH:22][cH:23]1.[OH:1][c:2]1[cH:3][c:4]([C:10]([CH3:11])=[O:12])[cH:5][cH:6][c:7]1[O:8][CH3:9]>>[OH:1][c:2]1[cH:3][c:4]([C:10]([CH3:11])=[N:19][O:18][CH2:17][c:16]2[c:15]([F:14])[cH:23][cH:22][cH:21][cH:20]2)[cH:5][cH:6][c:7]1[O:8][CH3:9]. Starting materials: O=C(O)c1cc(C(=O)O)c(C(=O)N(Cc2cccc(Br)c2)C2CCCc3ccccc32)cc1C(=O)O, OB(O)c1cccc(-c2ccsc2)c1. Yields the product O=C(O)c1cc(C(=O)O)c(C(=O)N(Cc2cccc(-c3ccsc3)c2)C2CCCc3ccccc32)cc1C(=O)O. RXN SMILES: [Br:1][c:2]1[cH:3][c:4]([CH2:5][N:6]([C:7](=[O:8])[c:9]2[c:10]([C:21](=[O:22])[OH:23])[cH:11][c:12]([C:18](=[O:19])[OH:20])[c:13]([C:15](=[O:16])[OH:17])[cH:14]2)[CH:24]2[CH2:25][CH2:26][CH2:27][c:28]3[cH:29][cH:30][cH:31][cH:32][c:33]32)[cH:34][cH:35][cH:36]1.[s:37]1[cH:38][c:39](-[c:42]2[cH:43][c:44]([B:45]([OH:46])[OH:47])[cH:48][cH:49][cH:50]2)[cH:40][cH:41]1>>[c:2]1(-[c:39]2[cH:38][s:37][cH:41][cH:40]2)[cH:3][c:4]([CH2:5][N:6]([C:7](=[O:8])[c:9]2[c:10]([C:21](=[O:22])[OH:23])[cH:11][c:12]([C:18](=[O:19])[OH:20])[c:13]([C:15](=[O:16])[OH:17])[cH:14]2)[CH:24]2[CH2:25][CH2:26][CH2:27][c:28]3[cH:29][cH:30][cH:31][cH:32][c:33]32)[cH:34][cH:35][cH:36]1. The reactants are [OH-].[NH4+] (Ammonium hydroxide), [N+](=O)([O-])C1=C(SC=C1)S(=O)(=O)Cl (3-nitro-thiophene-2-sulfonyl chloride). The solvent is O1CCCC1 (tetrahydrofuran). Yields the product [N+](=O)([O-])C1=C(SC=C1)S(=O)(=O)N (3-Nitro-thiophene-2-sulfonamide). Isolated yield 111.6%. As a reaction SMILES: [OH-].[NH4+:2].[N+:3]([C:6]1[CH:10]=[CH:9][S:8][C:7]=1[S:11](Cl)(=[O:13])=[O:12])([O-:5])=[O:4]>O1CCCC1>[N+:3]([C:6]1[CH:10]=[CH:9][S:8][C:7]=1[S:11]([NH2:2])(=[O:13])=[O:12])([O-:5])=[O:4] |f:0.1|. Reported procedure: Ammonium hydroxide (28% aqueous, 2.4 mL, 17.57 mmol) was added to a stirred solution of 3-nitro-thiophene-2-sulfonyl chloride (1.00 g, 4.39 mmol) in tetrahydrofuran (50 mL) at room temperature. After 15 min the reaction mixture was concentrated under reduced pressure. The residue was triturated in methanol and dichloromethane. The solid was collected by filtration and dried to give 1.02 g (quantitative yield) of the title compound.